This data is from the Open Reaction Database (ORD), a public repository of structured organic reaction records. The task is: describe an organic reaction: reactants, conditions, products, and yield The reactants are C(CCC)[Li] (n-Butyllithium), C1(CC1)C(=O)Cl (cyclopropanecarbonyl chloride), [Cl-].[NH4+] (ammonium chloride), BrC#CC1=C(C=C(C=C1)C(F)(F)F)SC (1-bromo-2-[2-(methylsulphenyl)-4-trifluoromethylphenyl]acetylene), BrC(=CC1=C(C=C(C=C1)C(F)(F)F)SC)Br (1,1-dibromo-2-[2-(methylsulphenyl)-4-trifluoromethylphenyl]ethene). The solvent is C1CCOC1 (THF). Run at time 30 minute. The product is C1(CC1)C(C#CC1=C(C=C(C=C1)C(F)(F)F)SC)=O (3-cyclopropyl-1-[2-(methylsulphenyl)-4-trifluoromethylphenyl]prop-1-yn-3-one). RXN SMILES: C([Li])CCC.Br[C:7]#[C:8][C:9]1[CH:14]=[CH:13][C:12]([C:15]([F:18])([F:17])[F:16])=[CH:11][C:10]=1[S:19][CH3:20].BrC(Br)=CC1C=CC(C(F)(F)F)=CC=1SC.[CH:37]1([C:40](Cl)=[O:41])[CH2:39][CH2:38]1.[Cl-].[NH4+]>C1COCC1>[CH:37]1([C:40](=[O:41])[C:7]#[C:8][C:9]2[CH:14]=[CH:13][C:12]([C:15]([F:18])([F:17])[F:16])=[CH:11][C:10]=2[S:19][CH3:20])[CH2:39][CH2:38]1 |f:4.5|. Procedure details: n-Butyllithium (2.5M, 1.45 ml) was added to a stirred cooled solution of 1-bromo-2-[2-(methylsulphenyl)-4-trifluoromethylphenyl]acetylene and 1,1-dibromo-2-[2-(methylsulphenyl)-4-trifluoromethylphenyl]ethene (1.0 g) in THF, maintaining the temperature below -70° C. The mixture was stirred for 30 minutes and cyclopropanecarbonyl chloride (0.75 g) was added. The temperature was allowed to rise to room temperature and the mixture was stirred for 2 hours, aqueous ammonium chloride was added and the ... Reactants: O=C(Cl)c1ccc(Br)cc1, ClCCl, OC1CCNCC1. The product is O=C(c1ccc(Br)cc1)N1CCC(O)CC1. RXN SMILES: [Br:1][c:2]1[cH:3][cH:4][c:5]([C:6](=[O:7])[Cl:8])[cH:9][cH:10]1.[Cl:18][CH2:19][Cl:20].[OH:11][CH:12]1[CH2:13][CH2:14][NH:15][CH2:16][CH2:17]1>>[Br:1][c:2]1[cH:3][cH:4][c:5]([C:6](=[O:7])[N:15]2[CH2:14][CH2:13][CH:12]([OH:11])[CH2:17][CH2:16]2)[cH:9][cH:10]1.